From a dataset of the Open Reaction Database (ORD), a public repository of structured organic reaction records. describe an organic reaction: reactants, conditions, products, and yield The reactants are C([O-])([O-])=O.[K+].[K+] (potassium carbonate), CC=1C=C(C(O)=CC1C)O (4,5-dimethylcatechol), BrC(C(=O)OCC)(C)Br (ethyl dibromopropionate). Run in CC(=O)C (acetone). Yields the product CC1=CC2=C(OC(CO2)C(=O)OCC)C=C1C (ethyl 6,7-dimethyl-1,4-benzodioxan-2-carboxylate). Yield: 319.7%. As a reaction SMILES: [CH3:1][C:2]1[CH:3]=[C:4]([OH:10])[C:5](=[CH:7][C:8]=1[CH3:9])[OH:6].C(=O)([O-])[O-].[K+].[K+].Br[C:18](Br)([CH3:24])[C:19]([O:21][CH2:22][CH3:23])=[O:20]>CC(C)=O>[CH3:1][C:2]1[C:8]([CH3:9])=[CH:7][C:5]2[O:6][CH:18]([C:19]([O:21][CH2:22][CH3:23])=[O:20])[CH2:24][O:10][C:4]=2[CH:3]=1 |f:1.2.3|. Procedure details: A stirred solution of 4,5-dimethylcatechol (7.0 g.) in dry acetone (45 ml.) was heated under reflux, then potassium carbonate (5 g.) was added followed by the dropwise addition of ethyl dibromopropionate (3.5 g.). The addition procedure was repeated a further three times over 11/4 hours then the reaction was stirred under reflux for a further 33/4 hours. After cooling, the mixture was filtered, the solids washed well with acetone then the combined filtrate concentrated in vacuo. Water (35 ml.) w...